Task: describe an organic reaction: reactants, conditions, products, and yield. Dataset: the Open Reaction Database (ORD), a public repository of structured organic reaction records Starting materials: C(C(C)[*:2])[*:1] (polypropylene), C(CCCCCCCCCCC)(=O)[O-].[Er+3].C(CCCCCCCCCCC)(=O)[O-].C(CCCCCCCCCCC)(=O)[O-] (Erbium Laurate), [Si](OCC)(OCC)(OCC)OCC (tetraethyl orthosilicate), [Si](OCC)(OCC)(OCC)OCC (Tetraethyl orthosilicate), [OH-].C[NH+](C)C (Trimethyl ammonium hydroxide), C(CC)[SiH3].[NH4+] (Ammonium propyl silane), [OH-].C[N+](C)(C)C (tetramethyl ammonium hydroxide). Run in O (water). Conditions: time 2 hour. Yields the product O.C(CCCCCCCCCCC)(=O)[O-].[Er+3].C(CCCCCCCCCCC)(=O)[O-].C(CCCCCCCCCCC)(=O)[O-] (Erbium laurate water). Reaction SMILES: [OH-].C[NH+](C)C.C([SiH3])CC.[NH4+].[Si](OCC)(OCC)(OCC)[O:12]CC.[C:24]([O-:37])(=[O:36])[CH2:25][CH2:26][CH2:27][CH2:28][CH2:29][CH2:30][CH2:31][CH2:32][CH2:33][CH2:34][CH3:35].[Er+3:38].[C:39]([O-:52])(=[O:51])[CH2:40][CH2:41][CH2:42][CH2:43][CH2:44][CH2:45][CH2:46][CH2:47][CH2:48][CH2:49][CH3:50].[C:53]([O-:66])(=[O:65])[CH2:54][CH2:55][CH2:56][CH2:57][CH2:58][CH2:59][CH2:60][CH2:61][CH2:62][CH2:63][CH3:64].[OH-].C[N+](C)(C)C>O>[OH2:12].[C:24]([O-:37])(=[O:36])[CH2:25][CH2:26][CH2:27][CH2:28][CH2:29][CH2:30][CH2:31][CH2:32][CH2:33][CH2:34][CH3:35].[Er+3:38].[C:39]([O-:52])(=[O:51])[CH2:40][CH2:41][CH2:42][CH2:43][CH2:44][CH2:45][CH2:46][CH2:47][CH2:48][CH2:49][CH3:50].[C:53]([O-:66])(=[O:65])[CH2:54][CH2:55][CH2:56][CH2:57][CH2:58][CH2:59][CH2:60][CH2:61][CH2:62][CH2:63][CH3:64] |f:0.1,2.3,5.6.7.8,9.10,12.13.14.15.16|. Procedure details: An Erbium laurate water solution was prepared and warmed in a closed polypropylene container to 70° C. for 10 hours to induce the complete dissolution of the soap. To this solution Trimethyl ammonium hydroxide was added, and the solution was stirred for a further 2 hours. Ammonium propyl silane was added followed by tetraethyl orthosilicate. The synthesis gel had a final molar ratio of 1:1000: 12.5:1 (Erbium Laurate: water: tetramethyl ammonium hydroxide: Tetraethyl orthosilicate). The synthesis...